describe an organic reaction: reactants, conditions, products, and yield From a dataset of the Open Reaction Database (ORD), a public repository of structured organic reaction records. Starting materials: CN(C)C=O, Cc1cc(O)ccc1CCCCn1ccnn1, Cc1nc(-c2ccc(F)cc2)ccc1CCl, [H-], [Na+], O. Yields the product Cc1cc(OCc2ccc(-c3ccc(F)cc3)nc2C)ccc1CCCCn1ccnn1. RXN SMILES: [CH3:37][N:38]([CH3:39])[CH:40]=[O:41].[CH3:3][c:4]1[cH:5][c:6]([OH:19])[cH:7][cH:8][c:9]1[CH2:10][CH2:11][CH2:12][CH2:13][n:14]1[n:15][n:16][cH:17][cH:18]1.[Cl:20][CH2:21][c:22]1[c:23]([CH3:35])[n:24][c:25](-[c:28]2[cH:29][cH:30][c:31]([F:34])[cH:32][cH:33]2)[cH:26][cH:27]1.[H-:1].[Na+:2].[OH2:36]>>[CH3:3][c:4]1[cH:5][c:6]([O:19][CH2:21][c:22]2[c:23]([CH3:35])[n:24][c:25](-[c:28]3[cH:29][cH:30][c:31]([F:34])[cH:32][cH:33]3)[cH:26][cH:27]2)[cH:7][cH:8][c:9]1[CH2:10][CH2:11][CH2:12][CH2:13][n:14]1[n:15][n:16][cH:17][cH:18]1. The reactants are C1(=CC=CC=C1)C1=C(N=CS1)C(=O)O (5-phenyl-1,3-thiazole-4-carboxylic acid), TEA, C=1C=CC(=CC1)P(=O)(C=2C=CC=CC2)N=[N+]=[N-] (DPPA), Cl.Cl.NC1CN2CCC1CC2 (3-aminoquinuclidine dihydrochloride), Cl.CO (HCl MeOH). Solvent: C1(=CC=CC=C1)C (toluene), O (water), CN(C)C=O (DMF), CCO (EtOH), CCOC(=O)C (EtOAc), CCO (EtOH). Conditions: time 20 minute. Yields the product Cl.N12CC(C(CC1)CC2)NC(=O)NC=2N=CSC2C2=CC=CC=C2 (1-(1-azabicyclo[2.2.2]oct-3-yl)-3-(5-phenyl-1,3-thiazol-4-yl) urea hydrochloride). As a reaction SMILES: [C:1]1([C:7]2[S:11][CH:10]=[N:9][C:8]=2C(O)=O)[CH:6]=[CH:5][CH:4]=[CH:3][CH:2]=1.C1C=CC(P([N:29]=[N+]=[N-])(C2C=CC=CC=2)=O)=CC=1.[ClH:32].Cl.[NH2:34][CH:35]1[CH:40]2[CH2:41][CH2:42][N:37]([CH2:38][CH2:39]2)[CH2:36]1.Cl.[CH3:44][OH:45]>C1(C)C=CC=CC=1.CCO.CCOC(C)=O.O.CN(C=O)C>[ClH:32].[N:37]12[CH2:42][CH2:41][CH:40]([CH2:39][CH2:38]1)[CH:35]([NH:34][C:44]([NH:29][C:8]1[N:9]=[CH:10][S:11][C:7]=1[C:1]1[CH:2]=[CH:3][CH:4]=[CH:5][CH:6]=1)=[O:45])[CH2:36]2 |f:2.3.4,5.6,12.13|. Procedure details: To a solution of 5-phenyl-1,3-thiazole-4-carboxylic acid (300 mg) in toluene (6 mL) were added dropwise TEA (672 μL) and DPPA (409 μL) at room temperature, followed by stirring at the same temperature for 20 minutes. Next, after stirring at 90° C. for 5 minutes, a mixture of 3-aminoquinuclidine dihydrochloride (407 mg) and DMF (2 mL) was added thereto, followed by heating under reflux for 1 hour. To the reaction liquid was added water, followed by extraction with EtOAc. The organic layer was was...